Dataset: the Open Reaction Database (ORD), a public repository of structured organic reaction records. Task: describe an organic reaction: reactants, conditions, products, and yield Reactants: 2-hydroxymethyl-3-benzyloxy-6-methyl-pyran-4(1B), OCC=1OC=CC(C1O)=O (2-hydroxymethyl-3-hydroxy-pyran-4(1 H)-one), C(C1=CC=CC=C1)Br (benzyl bromide). Product: OCC=1OC=CC(C1OCC1=CC=CC=C1)=O (2-Hydroxymethyl-3-benzyloxy-pyran-4(1H)-one). RXN SMILES: [OH:1][CH2:2][C:3]1[O:4][CH:5]=[CH:6][C:7](=[O:10])[C:8]=1[OH:9].[CH2:11](Br)[C:12]1[CH:17]=[CH:16][CH:15]=[CH:14][CH:13]=1>>[OH:1][CH2:2][C:3]1[O:4][CH:5]=[CH:6][C:7](=[O:10])[C:8]=1[O:9][CH2:11][C:12]1[CH:17]=[CH:16][CH:15]=[CH:14][CH:13]=1. Procedure details: The title compound was prepared by the method outlined for 2-hydroxymethyl-3-benzyloxy-6-methyl-pyran-4(1B)-one, using 7.1 g (50 mmol, 1 eq.) of 2-hydroxymethyl-3-hydroxy-pyran-4(1 H)-one and 9.5 g benzyl bromide (55 mmol, 1.1 eq.) to yield the crude product as an organe oil. Further purification by column chromatography on silica gel (eluant: 10% CH3OH/90% CHCl3) furnished the pure product (9.4 g, 81%) as a bright yellow oil. (Looker and Clifton (1986). Reactants: N(=O)[O-].[Na+] (sodium nitrite), Cl (hydrochloric acid), NC1=CC=CC=C1 (aniline), diazonium salt, C1C(=O)COC1=O (tetronic acid), O.O.O.C(C)(=O)[O-].[Na+] (sodium acetate trihydrate). The solvent is ice water, O (water). Reaction conditions: time 40 minute. Yields the product C1(=CC=CC=C1)N=NC=1C(OCC1O)=O (3-phenylazo-4-hydroxyfuran-2(5H)-one). RXN SMILES: Cl.[NH2:2][C:3]1[CH:8]=[CH:7][CH:6]=[CH:5][CH:4]=1.[N:9]([O-])=O.[Na+].[CH2:13]1[C:18](=[O:19])[O:17][CH2:16][C:14]1=[O:15].O.O.O.C([O-])(=O)C.[Na+]>O>[C:3]1([N:2]=[N:9][C:13]2[C:18](=[O:19])[O:17][CH2:16][C:14]=2[OH:15])[CH:8]=[CH:7][CH:6]=[CH:5][CH:4]=1 |f:2.3,5.6.7.8.9|. Reported procedure: 300 ml of 6N hydrochloric acid solution was placed in a 1.5-liter flask equipped with a 250-ml dropping funnel, a mechanical stirrer and a thermometer. 57.6 g (0.61 mol) of distilled aniline was added with ice cooling. A solution of 43.92 g (0.64 mol) of sodium nitrite in 90 ml of ice water was added dropwise the resulting suspension and stirred for 40 min. The resultant diazonium salt solution was added dropwise to a solution of 60 g (0.6 mol) of tetronic acid and 120 g (0.88 mol) of sodium ace... The reactants are O=C(c1ccccc1)N1CCC(CCCS(=O)(=O)[O-])(c2ccc(Cl)c(Cl)c2)C1, O=C([O-])O, C1CCOC1, COC(=O)C1(c2ccccc2)CCNCC1, CCOC(C)=O, Cl, [Na+], O. Yields the product COC(=O)C1(c2ccccc2)CCN(CCC2(c3ccc(Cl)c(Cl)c3)CCN(C(=O)c3ccccc3)C2)CC1. As a reaction SMILES: [C:18]([c:19]1[cH:20][cH:21][cH:22][cH:23][cH:24]1)(=[O:25])[N:26]1[CH2:27][C:28]([c:31]2[cH:32][c:33]([Cl:38])[c:34]([Cl:37])[cH:35][cH:36]2)([CH2:39][CH2:40][CH2:41][S:42]([O-:43])(=[O:44])=[O:45])[CH2:29][CH2:30]1.[C:46](=[O:47])([OH:48])[O-:49].[CH2:51]1[O:52][CH2:53][CH2:54][CH2:55]1.[CH3:2][O:3][C:4](=[O:5])[C:6]1([c:12]2[cH:13][cH:14][cH:15][cH:16][cH:17]2)[CH2:7][CH2:8][NH:9][CH2:10][CH2:11]1.[CH3:57][CH2:58][O:59][C:60](=[O:61])[CH3:62].[ClH:1].[Na+:50].[OH2:56]>>[CH3:2][O:3][C:4](=[O:5])[C:6]1([c:12]2[cH:13][cH:14][cH:15][cH:16][cH:17]2)[CH2:7][CH2:8][N:9]([CH2:40][CH2:39][C:28]2([c:31]3[cH:32][c:33]([Cl:38])[c:34]([Cl:37])[cH:35][cH:36]3)[CH2:27][N:26]([C:18]([c:19]3[cH:20][cH:21][cH:22][cH:23][cH:24]3)=[O:25])[CH2:30][CH2:29]2)[CH2:10][CH2:11]1. Starting materials: CCO, OCCCCCCCl, [I-], [Na+], [Na+], [OH-], O, O=Cc1ccc(O)cc1. Yields the product O=Cc1ccc(OCCCCCCO)cc1. Reaction SMILES: [CH3:23][CH2:24][OH:25].[Cl:14][CH2:15][CH2:16][CH2:17][CH2:18][CH2:19][CH2:20][OH:21].[I-:13].[Na+:12].[Na+:2].[OH-:1].[OH2:22].[OH:3][c:4]1[cH:5][cH:6][c:7]([CH:8]=[O:9])[cH:10][cH:11]1>>[O:3]([c:4]1[cH:5][cH:6][c:7]([CH:8]=[O:9])[cH:10][cH:11]1)[CH2:15][CH2:16][CH2:17][CH2:18][CH2:19][CH2:20][OH:21]. Starting materials: COC(C=C(C)C)OC (1,1-dimethoxy-3-methyl-2-butene), CC(=CCO)C (3-methyl-but-2-en-1-ol), CC(=CCO)C (3-methyl-but-2-en-1-ol), [N+](=O)([O-])C1=C(C=CC(=C1)[N+](=O)[O-])O (2,4-dinitrophenol). Run at time 76 hour. Yields the product COC(C=C(C)C)OCC=C(C)C (1-methoxy-1-(3-methylbut-2-enoxy)-3-methyl-2-butene). RXN SMILES: [CH3:1][O:2][CH:3]([O:8][CH3:9])[CH:4]=[C:5]([CH3:7])[CH3:6].[CH3:10][C:11]([CH3:15])=[CH:12]CO.[N+](C1C=C([N+]([O-])=O)C=CC=1O)([O-])=O>>[CH3:1][O:2][CH:3]([O:8][CH2:9][CH:10]=[C:11]([CH3:15])[CH3:12])[CH:4]=[C:5]([CH3:7])[CH3:6]. Reported procedure: In a 50 ml. one-neck flask was placed 5.5 g. (0.0422 mol.) of 1,1-dimethoxy-3-methyl-2-butene and 10.0 g. (0.116 mol.) of prenol and 0.40 g. (0.002 mol.) of 2,4-dinitrophenol. The resulting solution was degassed with nitrogen and sealed with a serum cap and stirred at room temperature for 76 hours. The reaction solution was then diluted with 100 ml. of hexane and washed with 3 × 100 ml. of 1.0 N aqueous NaOH solution and 2 × 100 ml. of saturated aqueous NaCl solution. The combined water washings...